Dataset: the Open Reaction Database (ORD), a public repository of structured organic reaction records. Task: describe an organic reaction: reactants, conditions, products, and yield Reactants: C(C1=CC=CC=C1)OC1=CC=C(C=C1)C1=CC=C(C=C1)C(=O)[O-] (4'-benzyloxybiphenyl-4-carboxylate), S(=O)(Cl)Cl (thionyl chloride). Yields the product C(C1=CC=CC=C1)OC1=CC=C(C=C1)C1=CC=C(C=C1)C(=O)Cl (4'-benzyloxybiphenyl-4-carboxylic acid chloride). RXN SMILES: [CH2:1]([O:8][C:9]1[CH:14]=[CH:13][C:12]([C:15]2[CH:20]=[CH:19][C:18]([C:21]([O-:23])=O)=[CH:17][CH:16]=2)=[CH:11][CH:10]=1)[C:2]1[CH:7]=[CH:6][CH:5]=[CH:4][CH:3]=1.S(Cl)([Cl:26])=O>>[CH2:1]([O:8][C:9]1[CH:14]=[CH:13][C:12]([C:15]2[CH:20]=[CH:19][C:18]([C:21]([Cl:26])=[O:23])=[CH:17][CH:16]=2)=[CH:11][CH:10]=1)[C:2]1[CH:7]=[CH:6][CH:5]=[CH:4][CH:3]=1. Procedure: Methyl-4.-hydroxybiphenyl is reacted with benzyl bromide to obtain 4'-benzyloxybiphenyl-4-carboxylate, which is converted through hydrolysis to 4'-benzyloxybiphenyl-4-carboxylate, which is then reacted with thionyl chloride to obtain 4'-benzyloxybiphenyl-4-carboxylic acid chloride. The chloride is reacted with optically active 1-trifluoro-2-octanol 1-trifluoromethylheptyl-4'-benzyloxybiphenyl-4-carboxylate, which is subjected to catalytical hydrogenolysis to obtain 1-trifluoroheptyl-4'-hydroxybi... Reactants: COC(=O)Cc1cn(C)c2cc(-n3ccnc3)ccc12, CO, ClCCl, [NH4+], [OH-]. Yields the product Cn1cc(CC(N)=O)c2ccc(-n3ccnc3)cc21. Reaction SMILES: [CH3:1][O:2][C:3]([CH2:4][c:5]1[cH:6][n:7]([CH3:19])[c:8]2[cH:9][c:10](-[n:14]3[cH:15][n:16][cH:17][cH:18]3)[cH:11][cH:12][c:13]12)=[O:20].[CH3:21][OH:22].[Cl:25][CH2:26][Cl:27].[NH4+:24].[OH-:23]>>[O:2]=[C:3]([CH2:4][c:5]1[cH:6][n:7]([CH3:19])[c:8]2[cH:9][c:10](-[n:14]3[cH:15][n:16][cH:17][cH:18]3)[cH:11][cH:12][c:13]12)[NH2:24].